From a dataset of the Open Reaction Database (ORD), a public repository of structured organic reaction records. describe an organic reaction: reactants, conditions, products, and yield Reactants: ClC1=CC=C(C(=O)C2=C(C=C(N2C)CC(=O)OCC)C)C=C1 (ethyl 5-(p-chlorobenzoyl)-1,4-dimethylpyrrole-2-acetate), C(CCCCC)I (n-hexyl iodide). Yields the product C(C)C=1N(C(=C(C1)C)C(C1=CC=C(C=C1)Cl)=O)C.C(CCCCC)CC(=O)[O-] (ethyl 5-(p-chlorobenzoyl)-1,4-dimethylpyrrole 2-(α-n-hexyl)acetate). Reaction SMILES: [Cl:1][C:2]1[CH:22]=[CH:21][C:5]([C:6]([C:8]2[N:12]([CH3:13])[C:11]([CH2:14][C:15]([O:17]CC)=[O:16])=[CH:10][C:9]=2[CH3:20])=[O:7])=[CH:4][CH:3]=1.C(I)CCCCC>>[CH2:14]([C:11]1[N:12]([CH3:13])[C:8]([C:6](=[O:7])[C:5]2[CH:21]=[CH:22][C:2]([Cl:1])=[CH:3][CH:4]=2)=[C:9]([CH3:20])[CH:10]=1)[CH3:15].[CH2:11]([CH2:14][C:15]([O-:17])=[O:16])[CH2:10][CH2:9][CH2:8][CH2:6][CH3:5] |f:2.3|. Procedure details: The alkylation procedure of Example 77A is performed upon ethyl 5-(p-chlorobenzoyl)-1,4-dimethylpyrrole-2-acetate (from Example 84), using an equivalent quantity of n-hexyl iodide instead of methyl iodide used in Example 77A to yield ethyl 5-(p-chlorobenzoyl)-1,4-dimethylpyrrole-2-(α-n-hexyl)acetate. Starting materials: C(C)OCCO (2-ethoxyethanol), BrC1=CC(=CC(N1C1=CC=C(C=C1)C)=O)C1=CC=CC=C1 (6-bromo-1-(4-methylphenyl)-4-phenyl-2-pyridone), C(CN)N (ethylenediamine). RXN SMILES: C(OCCO)C.Br[C:8]1[N:13]([C:14]2C=CC(C)=C[CH:15]=2)[C:12](=[O:21])[CH:11]=[C:10]([C:22]2[CH:27]=[CH:26][CH:25]=[CH:24][CH:23]=2)[CH:9]=1.C(N)C[NH2:30]>>[O:21]=[C:12]1[N:13]2[CH2:14][CH2:15][NH:30][C:8]2=[CH:9][C:10]([C:22]2[CH:27]=[CH:26][CH:25]=[CH:24][CH:23]=2)=[CH:11]1. The product is O=C1C=C(C=C2N1CCN2)C2=CC=CC=C2 (5-oxo-7-phenyl-1,2,3,5-tetrahydroimidazo[1,2-a]pyridine). Procedure: In 3 ml. of 2-ethoxyethanol were refluxed 1.05 g. of 6-bromo-1-(4-methylphenyl)-4-phenyl-2-pyridone and 0.4 g. of ethylenediamine for 5 hours. Then, by treating the reaction mixture as in Example 5, 0.35 g. of 5-oxo-7-phenyl-1,2,3,5-tetrahydroimidazo[1,2-a]pyridine was obtained. Starting materials: CC(Cl)c1cccnc1, CCC1(C#N)CCCNC1. The reagents and catalysts are O=C([O-])[O-].[Cs+].[Cs+] (cesium carbonate), [I-].[K+] (potassium iodide). The solvent is CN(C)C=O (DMF), CN(C)C=O (dmf), CN(C)C=O (DMF). Run at temperature 70 celsius, time 16 hour. The product is CCC1(C#N)CCCN(C(C)c2cccnc2)C1. The reactants are ClC1=C(C=CC=2CC(OC21)C(=O)OCC)OC (ethyl 7-chloro-2,3-dihydro-6-methoxybenzofuran-2-carboxylate), C(CC)(=O)Cl (propionyl chloride), [Cl-].[Al+3].[Cl-].[Cl-] (aluminum chloride), [Cl-].[Al+3].[Cl-].[Cl-] (aluminum chloride). Run in ClCCCl (1,2-dichloroethane). Product: ClC1=C(C(=CC=2CC(OC21)C(=O)OCC)C(CC)=O)O (ETHYL 7-CHLORO-2,3-DIHYDRO-6-HYDROXY-5-PROPIONYLBENZOFURAN-2-CARBOXYLATE). Reaction SMILES: [Cl:1][C:2]1[C:10]2[O:9][CH:8]([C:11]([O:13][CH2:14][CH3:15])=[O:12])[CH2:7][C:6]=2[CH:5]=[CH:4][C:3]=1[O:16]C.[C:18](Cl)(=[O:21])[CH2:19][CH3:20].[Cl-].[Al+3].[Cl-].[Cl-]>ClCCCl>[Cl:1][C:2]1[C:10]2[O:9][CH:8]([C:11]([O:13][CH2:14][CH3:15])=[O:12])[CH2:7][C:6]=2[CH:5]=[C:4]([C:18](=[O:21])[CH2:19][CH3:20])[C:3]=1[OH:16] |f:2.3.4.5|. Procedure: To 1,2-dichloroethane (50 ml) were added ethyl 7-chloro-2,3-dihydro-6-methoxybenzofuran-2-carboxylate (1b) (4.25 g, 0.01656 mol) and propionyl chloride (2.58 ml, 0.03311 mol). The solution was stirred on an ice bath and treated with anhydrous aluminum chloride (6.62 g, 0.04967 mol) at 0°-5° C. for 45 minutes. An additional portion of aluminum chloride (2.21 g, 0.01656 mol) was added and the mixture left to stir overnight.